Dataset: the Open Reaction Database (ORD), a public repository of structured organic reaction records. Task: describe an organic reaction: reactants, conditions, products, and yield Yields the product C1(CC1)C=1C=C(C=CC1)[C@H](C)NC(=O)C=1C=C2C(=C(N(C2=CC1)CC=1C=C(C(=O)OC)C=CC1)C)C ((S)-Methyl 3-((5-((1-(3-cyclopropylphenyl)ethyl)carbamoyl)-2,3-dimethyl-1H-indol-1-yl)methyl)benzoate). Procedure details: The title compound was prepared following the same general protocol as described in Step 5, Example 35, using 1-(3-(methoxycarbonyl)benzyl)-2,3-dimethyl-1H-indole-5-carboxylic acid and (S)-1-(3-cyclopropylphenyl)ethanamine. RXN SMILES: [CH3:1][O:2][C:3]([C:5]1[CH:6]=[C:7]([CH:23]=[CH:24][CH:25]=1)[CH2:8][N:9]1[C:17]2[C:12](=[CH:13][C:14]([C:18]([OH:20])=O)=[CH:15][CH:16]=2)[C:11]([CH3:21])=[C:10]1[CH3:22])=[O:4].[CH:26]1([C:29]2[CH:30]=[C:31]([C@@H:35]([NH2:37])[CH3:36])[CH:32]=[CH:33][CH:34]=2)[CH2:28][CH2:27]1>>[CH:26]1([C:29]2[CH:30]=[C:31]([C@@H:35]([NH:37][C:18]([C:14]3[CH:13]=[C:12]4[C:17](=[CH:16][CH:15]=3)[N:9]([CH2:8][C:7]3[CH:6]=[C:5]([CH:25]=[CH:24][CH:23]=3)[C:3]([O:2][CH3:1])=[O:4])[C:10]([CH3:22])=[C:11]4[CH3:21])=[O:20])[CH3:36])[CH:32]=[CH:33][CH:34]=2)[CH2:28][CH2:27]1. The reactants are COC(=O)C=1C=C(CN2C(=C(C3=CC(=CC=C23)C(=O)O)C)C)C=CC1 (1-(3-(methoxycarbonyl)benzyl)-2,3-dimethyl-1H-indole-5-carboxylic acid), C1(CC1)C=1C=C(C=CC1)[C@H](C)N ((S)-1-(3-cyclopropylphenyl)ethanamine). Starting materials: C(C)OC=1C=C(C=O)C=C(C1F)OCC (3,5-diethoxy-4-fluoro-benzaldehyde), N1N=CN=C1 (1,2,4-triazole), C([O-])([O-])=O.[K+].[K+] (potassium carbonate). Solvent: CS(=O)C (DMSO). Conditions: temperature 110 celsius, time 1 hour. Product: C(C)OC=1C=C(C=O)C=C(C1N1N=CN=C1)OCC (3,5-Diethoxy-4-[1,2,4]triazol-1-yl-benzaldehyde). Isolated yield 85.6%. Reaction SMILES: [CH2:1]([O:3][C:4]1[CH:5]=[C:6]([CH:9]=[C:10]([O:13][CH2:14][CH3:15])[C:11]=1F)[CH:7]=[O:8])[CH3:2].[NH:16]1[CH:20]=[N:19][CH:18]=[N:17]1.C(=O)([O-])[O-].[K+].[K+]>CS(C)=O>[CH2:1]([O:3][C:4]1[CH:5]=[C:6]([CH:9]=[C:10]([O:13][CH2:14][CH3:15])[C:11]=1[N:16]1[CH:20]=[N:19][CH:18]=[N:17]1)[CH:7]=[O:8])[CH3:2] |f:2.3.4|. Procedure: 5.00 g (23.6 mMol) of 3,5-diethoxy-4-fluoro-benzaldehyde (example 50 g), 3.25 g (=2.0 eq.) of 1,2,4-triazole and 6.51 g (=2.0 eq.) of potassium carbonate was dissolved under argon in 50 mL of DMSO; the reaction mixture was stirred for 1 hour at 110° C. Then, it was cooled down to ambient temperature, poured into crashed ice and extracted twice with ethyl acetate. The organic phases were washed with water, dried over MgSO4, filtered and evaporated i.V. The crude product was purified by chromatogr... Reaction SMILES: [BH3:20].[CH2:21]1[O:22][CH2:23][CH2:24][CH2:25]1.[CH2:27]1[O:28][CH2:29][CH2:30][CH2:31]1.[ClH:26].[OH:1][c:2]1[cH:3][cH:4][c:5](-[c:8]2[o:9][c:10]3[c:11]([cH:12]2)[cH:13][c:14]([C:17](=[O:18])[OH:19])[cH:15][cH:16]3)[cH:6][cH:7]1>>[OH:1][c:2]1[cH:3][cH:4][c:5](-[c:8]2[o:9][c:10]3[c:11]([cH:12]2)[cH:13][c:14]([CH2:17][OH:18])[cH:15][cH:16]3)[cH:6][cH:7]1. Reactants: B, C1CCOC1, C1CCOC1, Cl, O=C(O)c1ccc2oc(-c3ccc(O)cc3)cc2c1. Product: OCc1ccc2oc(-c3ccc(O)cc3)cc2c1. Reactants: C(C)(C)(C)OC(NCC=1N(C(C2=CC=C(C=C2C1OCCCC)CC(=O)N)=O)CC(C)(C)C)=O (Tert-butyl[6-(2-amino-2-oxoethyl)-4-butoxy-2-neopentyl-1-oxo-1,2-dihydro-3-isoquinolinyl]methylcarbamate), Cl (hydrogen chloride). Solvent: C(C)(=O)OCC (ethyl acetate). Run at time 2 hour. Yields the product Cl.NCC=1N(C(C2=CC=C(C=C2C1OCCCC)CC(=O)N)=O)CC(C)(C)C (2-[3-(aminomethyl)-4-butoxy-2-neopentyl-1-oxo-1,2-dihydro-6-isoquinolinyl]acetamide hydrochloride). Yield: 91.5%. As a reaction SMILES: C(OC(=O)[NH:7][CH2:8][C:9]1[N:10]([CH2:29][C:30]([CH3:33])([CH3:32])[CH3:31])[C:11](=[O:28])[C:12]2[C:17]([C:18]=1[O:19][CH2:20][CH2:21][CH2:22][CH3:23])=[CH:16][C:15]([CH2:24][C:25]([NH2:27])=[O:26])=[CH:14][CH:13]=2)(C)(C)C.[ClH:35]>C(OCC)(=O)C>[ClH:35].[NH2:7][CH2:8][C:9]1[N:10]([CH2:29][C:30]([CH3:31])([CH3:33])[CH3:32])[C:11](=[O:28])[C:12]2[C:17]([C:18]=1[O:19][CH2:20][CH2:21][CH2:22][CH3:23])=[CH:16][C:15]([CH2:24][C:25]([NH2:27])=[O:26])=[CH:14][CH:13]=2 |f:3.4|. Reported procedure: Tert-butyl[6-(2-amino-2-oxoethyl)-4-butoxy-2-neopentyl-1-oxo-1,2-dihydro-3-isoquinolinyl]methylcarbamate (95 mg, 0.2 mmol) was dissolved in a solution of 4N hydrogen chloride in ethyl acetate (5 ml). The solution was stirred at room temperature for 2 h. The reaction was concentrated under reduced pressure, and the residue was crystallized from methanol-diisopropyl ether to give 2-[3-(aminomethyl)-4-butoxy-2-neopentyl-1-oxo-1,2-dihydro-6-isoquinolinyl]acetamide hydrochloride (75 mg, 91.5%) as cry...